Dataset: the Open Reaction Database (ORD), a public repository of structured organic reaction records. Task: describe an organic reaction: reactants, conditions, products, and yield Reported procedure: 50.4 g (0.6 mol) of sodium bicarbonate were added in small amounts at room temperature to a solution of 19.4 g (0.2 mol) of 3-amino-5-methyl-1H-pyrazole in 200 cm3 of water. 37.8 cm3 (0.4 mol) of acetic anhydride were added dropwise to this solution and then the mixture was heated at reflux for 2 hours. The solution was subsequently brought back to room temperature, a white solid crystallized and was pulled dry on sintered glass and then washed with 100 cm3 of water. After drying under vacuum at... The solvent is O (water). Reactants: C([O-])(O)=O.[Na+] (sodium bicarbonate), NC1=NNC(=C1)C (3-amino-5-methyl-1H-pyrazole), C(C)(=O)OC(C)=O (acetic anhydride). Reaction SMILES: C(=O)(O)[O-].[Na+].[NH2:6][C:7]1[CH:11]=[C:10]([CH3:12])[NH:9][N:8]=1.[C:13](OC(=O)C)(=[O:15])[CH3:14]>O>[C:13]([NH:6][C:7]1[CH:11]=[C:10]([CH3:12])[NH:9][N:8]=1)(=[O:15])[CH3:14] |f:0.1|. Isolated yield 59.6%. The product is C(C)(=O)NC1=NNC(=C1)C (3-acetamido-5-methyl-1H-pyrazole). Reactants: C(C)(C)N1CCC(CC1)OC=1C=C2C=C(NC2=CC1)C(=O)N1CCOCC1 ([5-(1-isopropyl-piperidin-4-yloxy)-1H-indol-2-yl]-morpholin-4-yl-methanone), C(C)(C)N1CCC(CC1)OC=1C=C2C=C(NC2=CC1)C(=O)N1CCOCC1 ([5-(1-isopropyl-piperidin-4-yloxy)-1H-indol-2-yl]-morpholin-4-yl-methanone), ClC1=CC=C(C=C1)B(O)O (4-chlorophenylboronic acid). Yields the product ClC1=CC=C(C=C1)N1C(=CC2=CC(=CC=C12)OC1CCN(CC1)C(C)C)C(=O)N1CCOCC1 ([1-(4-Chloro-phenyl)-5-(1-isopropyl-piperidin-4-yloxy)-1H-indol-2-yl]-morpholin-4-yl-methanone). As a reaction SMILES: [CH:1]([N:4]1[CH2:9][CH2:8][CH:7]([O:10][C:11]2[CH:12]=[C:13]3[C:17](=[CH:18][CH:19]=2)[NH:16][C:15]([C:20]([N:22]2[CH2:27][CH2:26][O:25][CH2:24][CH2:23]2)=[O:21])=[CH:14]3)[CH2:6][CH2:5]1)([CH3:3])[CH3:2].[Cl:28][C:29]1[CH:34]=[CH:33][C:32](B(O)O)=[CH:31][CH:30]=1>>[Cl:28][C:29]1[CH:34]=[CH:33][C:32]([N:16]2[C:17]3[C:13](=[CH:12][C:11]([O:10][CH:7]4[CH2:6][CH2:5][N:4]([CH:1]([CH3:3])[CH3:2])[CH2:9][CH2:8]4)=[CH:19][CH:18]=3)[CH:14]=[C:15]2[C:20]([N:22]2[CH2:27][CH2:26][O:25][CH2:24][CH2:23]2)=[O:21])=[CH:31][CH:30]=1. Procedure: In analogy to the procedure described for the synthesis of example 6, the title compound was synthesized from [5-(1-isopropyl-piperidin-4-yloxy)-1H-indol-2-yl]-morpholin-4-yl-methanone (intermediate 2) and 4-chlorophenylboronic acid. The title compound was obtained in 90% yield as yellow foam. MS (m/e): 482.3 (MH+, 100%). Reactants: CC(=O)NC(C)(C)[C@@H]1CC2(CCN(CC2)C(=O)OC(C)(C)C)c3cc(Cl)c(C)cc13, CC1(C)OB(OC1(C)C)c2cnn(Cc3ccccc3)c2. Reagents/catalysts: CCN=P(N=P(N(C)C)(N(C)C)N(C)C)(N(C)C)N(C)C (P2-Et), CC(C)c1cc(C(C)C)c(-c2ccccc2[PH](C(C)(C)C)(C(C)(C)C)[Pd]2(OS(C)(=O)=O)Nc3ccccc3-c3ccccc32)c(C(C)C)c1 (tBuXphos G3). Run in CS(C)=O (DMSO), O (water), CS(C)=O (DMSO), CS(C)=O (DMSO), CS(C)=O (DMSO). Run at time 22 hour. Product: CC(=O)NC(C)(C)[C@@H]1CC2(CCN(CC2)C(=O)OC(C)(C)C)c3cc(c(C)cc13)c4cnn(Cc5ccccc5)c4, CC(=O)NC(C)(C)[C@@H]1CC2(CCN(CC2)C(=O)OC(C)(C)C)c3cc(Cl)c(C)cc13, c1ccc(-c2ccccc2)cc1.